Dataset: the Open Reaction Database (ORD), a public repository of structured organic reaction records. Task: describe an organic reaction: reactants, conditions, products, and yield The reactants are [Br-], CN(C(=O)OCc1ccccc1)C1CCC(O)CC1, CC1(C)CCCC(C)(C)N1O, [O-]Cl, ClCCl, [K+], [Na+], [Na+], O=C([O-])O, O. Product: CN(C(=O)OCc1ccccc1)C1CCC(=O)CC1. As a reaction SMILES: [Br-:20].[CH2:1]([c:2]1[cH:3][cH:4][cH:5][cH:6][cH:7]1)[O:8][C:9]([N:10]([CH3:11])[CH:12]1[CH2:13][CH2:14][CH:15]([OH:18])[CH2:16][CH2:17]1)=[O:19].[CH3:27][C:28]1([CH3:37])[N:29]([O:30])[C:31]([CH3:32])([CH3:33])[CH2:34][CH2:35][CH2:36]1.[Cl:38][O-:39].[Cl:41][CH2:42][Cl:43].[K+:21].[Na+:26].[Na+:40].[O-:22][C:23]([OH:24])=[O:25].[OH2:44]>>[CH2:1]([c:2]1[cH:3][cH:4][cH:5][cH:6][cH:7]1)[O:8][C:9]([N:10]([CH3:11])[CH:12]1[CH2:13][CH2:14][C:15](=[O:18])[CH2:16][CH2:17]1)=[O:19].